From a dataset of the Open Reaction Database (ORD), a public repository of structured organic reaction records. describe an organic reaction: reactants, conditions, products, and yield Reactants: Cl.COC(=O)C1(CCCCCC1)N (1-amino-cycloheptanecarboxylic acid methyl ester hydrochloride), CN(C)C=O (DMF), C(C(=O)Cl)(=O)Cl (oxalyl chloride), C(C)(=O)OC=1C=C(C(=O)O)C=CC1Cl (3-Acetoxy-4-chlorobenzoic acid). Run in CC(OCC)=O (EA), C(Cl)Cl (DCM). Reaction conditions: time 2 hour. Yields the product COC(=O)C1(CCCCCC1)NC(C1=CC(=C(C=C1)Cl)OC(C)=O)=O (1-(3-Acetoxy-4-chloro-benzoylamino)-cycloheptanecarboxylic acid methyl ester). The yield is 125.4%. As a reaction SMILES: [C:1]([O:4][C:5]1[CH:6]=[C:7]([CH:11]=[CH:12][C:13]=1[Cl:14])[C:8]([OH:10])=O)(=[O:3])[CH3:2].CN(C=O)C.C(Cl)(=O)C(Cl)=O.Cl.[CH3:27][O:28][C:29]([C:31]1([NH2:38])[CH2:37][CH2:36][CH2:35][CH2:34][CH2:33][CH2:32]1)=[O:30]>C(Cl)Cl.CC(=O)OCC>[CH3:27][O:28][C:29]([C:31]1([NH:38][C:8](=[O:10])[C:7]2[CH:11]=[CH:12][C:13]([Cl:14])=[C:5]([O:4][C:1](=[O:3])[CH3:2])[CH:6]=2)[CH2:32][CH2:33][CH2:34][CH2:35][CH2:36][CH2:37]1)=[O:30] |f:3.4|. Reported procedure: The compound of step 1 (200 mg, 0.932 mmol) was dissolved in DCM (16 ml), DMF (12 mg) and oxalyl chloride (362 mg, 2.80 mmol) were added and the mixture was stirred at room temperature until completion of the reaction. The volatiles were evaporated in vacuo and the residue dissolved in DCM. The solution was added to a stirred mixture of 1-amino-cycloheptanecarboxylic acid methyl ester hydrochloride (194 mg, 0.932 mmol) in EA/saturated sodium hydrogencarbonate solution with cooling in an ice bath... Reactants: CC(=O)Cl, CCOc1nc(N)cc(N)c1C#N, O, c1ccncc1. Product: CCOc1nc(NC(C)=O)cc(N)c1C#N. As a reaction SMILES: [CH3:14][C:15]([Cl:16])=[O:17].[NH2:1][c:2]1[cH:3][c:4]([NH2:13])[n:5][c:6]([O:10][CH2:11][CH3:12])[c:7]1[C:8]#[N:9].[OH2:24].[cH:18]1[cH:19][cH:20][n:21][cH:22][cH:23]1>>[NH2:1][c:2]1[cH:3][c:4]([NH:13][C:15]([CH3:14])=[O:17])[n:5][c:6]([O:10][CH2:11][CH3:12])[c:7]1[C:8]#[N:9].